This data is from the Open Reaction Database (ORD), a public repository of structured organic reaction records. The task is: describe an organic reaction: reactants, conditions, products, and yield The reactants are N#Cc1ncccc1Br, O=C([O-])[O-], COc1ncc(B(O)O)c(OC)n1, [Na+], [Na+], CC(=O)[O-], CC(=O)[O-], [Pd+2], c1ccc(P(c2ccccc2)c2ccccc2)cc1. Yields the product COc1ncc(-c2cccnc2C#N)c(OC)n1. As a reaction SMILES: [C:14](#[N:15])[c:16]1[n:17][cH:18][cH:19][cH:20][c:21]1[Br:22].[C:23](=[O:24])([O-:25])[O-:26].[CH3:1][O:2][c:3]1[n:4][cH:5][c:6]([B:11]([OH:12])[OH:13])[c:7]([O:9][CH3:10])[n:8]1.[Na+:27].[Na+:28].[O-:49][C:50]([CH3:51])=[O:52].[O-:53][C:54]([CH3:55])=[O:56].[Pd+2:48].[c:29]1([P:30]([c:31]2[cH:32][cH:33][cH:34][cH:35][cH:36]2)[c:37]2[cH:38][cH:39][cH:40][cH:41][cH:42]2)[cH:43][cH:44][cH:45][cH:46][cH:47]1>>[CH3:1][O:2][c:3]1[n:4][cH:5][c:6](-[c:21]2[c:16]([C:14]#[N:15])[n:17][cH:18][cH:19][cH:20]2)[c:7]([O:9][CH3:10])[n:8]1. The reactants are CC(C1=CC(=CC=C1)C(=C)C)(C)N=C=O (α,α-dimethyl-m-isopropenylbenzyl isocyanate), C(C)(C)(C)O (t-butyl alcohol). The reagents and catalysts are CC(C)([O-])C.[K+] (potassium t-butoxide). Solvent: CCCCCC (hexane). The product is CC(C)(C)OC(NC(C)(C1=CC(=CC=C1)C(=C)C)C)=O ({1-methyl-1-[3-(1-methylethenyl)phenyl]ethyl}carbamic acid 1,1-dimethylethyl ester). Yield: 80.5%. Reaction SMILES: [CH3:1][C:2]([N:13]=[C:14]=[O:15])([CH3:12])[C:3]1[CH:8]=[CH:7][CH:6]=[C:5]([C:9]([CH3:11])=[CH2:10])[CH:4]=1.[C:16]([OH:20])([CH3:19])([CH3:18])[CH3:17]>CC(C)([O-])C.[K+].CCCCCC>[CH3:17][C:16]([O:20][C:14](=[O:15])[NH:13][C:2]([CH3:1])([C:3]1[CH:8]=[CH:7][CH:6]=[C:5]([C:9]([CH3:11])=[CH2:10])[CH:4]=1)[CH3:12])([CH3:19])[CH3:18] |f:2.3|. Procedure details: Into a 3-neck, 10 L round bottom flask equipped with a mechanical stirrer, condenser, and a nitrogen inlet was placed α,α-dimethyl-m-isopropenylbenzyl isocyanate (1083 g, 5.38 mol), hexane (6 L), and t-butyl alcohol (398.8 g, 5.38 mol). While the mixture was stirred at room temperature, potassium t-butoxide (18.0 g, 160 mmol) was added in portions. Throughout the addition the reaction temperature increased to 50° C. The reaction was complete within an hour. The reaction mixture was washed with w... Starting materials: OC1=NN(C=C1C(=O)OCC)CC1=CC=C(C=C1)OC1=CC=CC=C1 (ethyl 3-hydroxy-1-(4-phenoxybenzyl)-1H-pyrazole-4-carboxylate), ClCC1=CC(=C(OCC=2N=C(OC2C)C2=CC=CC=C2)C=C1)OC (4-(4-chloromethyl-2-methoxyphenoxymethyl)-5-methyl-2-phenyloxazole), C([O-])([O-])=O.[K+].[K+] (potassium carbonate), CN(C=O)C (N,N-dimethylformamide). Run in O (water). Conditions: temperature 80 celsius, time 8 hour. Product: COC=1C=C(COC2=NN(C=C2C(=O)OCC)CC2=CC=C(C=C2)OC2=CC=CC=C2)C=CC1OCC=1N=C(OC1C)C1=CC=CC=C1 (ethyl 3-[3-methoxy-4-(5-methyl-2-phenyl-4-oxazolylmethoxy)benzyloxy]-1-(4-phenoxybenzyl)-1H-pyrazole-4-carboxylate). The yield is 94.8%. RXN SMILES: [OH:1][C:2]1[C:6]([C:7]([O:9][CH2:10][CH3:11])=[O:8])=[CH:5][N:4]([CH2:12][C:13]2[CH:18]=[CH:17][C:16]([O:19][C:20]3[CH:25]=[CH:24][CH:23]=[CH:22][CH:21]=3)=[CH:15][CH:14]=2)[N:3]=1.Cl[CH2:27][C:28]1[CH:47]=[CH:46][C:31]([O:32][CH2:33][C:34]2[N:35]=[C:36]([C:40]3[CH:45]=[CH:44][CH:43]=[CH:42][CH:41]=3)[O:37][C:38]=2[CH3:39])=[C:30]([O:48][CH3:49])[CH:29]=1.C(=O)([O-])[O-].[K+].[K+].CN(C)C=O>O>[CH3:49][O:48][C:30]1[CH:29]=[C:28]([CH:47]=[CH:46][C:31]=1[O:32][CH2:33][C:34]1[N:35]=[C:36]([C:40]2[CH:45]=[CH:44][CH:43]=[CH:42][CH:41]=2)[O:37][C:38]=1[CH3:39])[CH2:27][O:1][C:2]1[C:6]([C:7]([O:9][CH2:10][CH3:11])=[O:8])=[CH:5][N:4]([CH2:12][C:13]2[CH:18]=[CH:17][C:16]([O:19][C:20]3[CH:25]=[CH:24][CH:23]=[CH:22][CH:21]=3)=[CH:15][CH:14]=2)[N:3]=1 |f:2.3.4|. Procedure: A mixture of ethyl 3-hydroxy-1-(4-phenoxybenzyl)-1H-pyrazole-4-carboxylate (3.00 g), 4-(4-chloromethyl-2-methoxyphenoxymethyl)-5-methyl-2-phenyloxazole (3.06 g), potassium carbonate (2.50 g), and N,N-dimethylformamide (30 ml) was stirred at 80° C. for 8 hours. The reaction mixture was poured into water, and extracted with ethyl acetate. The ethyl acetate layer was washed successively with dilute hydrochloric acid and aqueous sodium chloride solution, dried (MgSO4), and concentrated. The residue ... Reactants: COC=1C=CC2=C(C=C3N2CC2=CC=CC=C32)N1 (2-Methoxy-6H-pyrido[2′,3′:4,5]pyrrolo[2, 1-a]isoindole), CN(C=O)C (N,N-dimethylformamide), P(=O)(Cl)(Cl)Cl (phosphorus oxychloride), CN(C=O)C (N,N-dimethylformamide). Reaction conditions: temperature 0 celsius, time 15 minute. Product: COC=1C=CC2=C(C(=C3N2CC2=CC=CC=C32)C=O)N1 (2-Methoxy-6H-pyrido[2′,3′:4,5]pyrrolo[2,1-a]isoindole-11-carbaldehyde). Reaction SMILES: P(Cl)(Cl)(Cl)=O.[CH3:6][O:7][C:8]1[CH:9]=[CH:10][C:11]2[N:15]3[CH2:16][C:17]4[C:22]([C:14]3=[CH:13][C:12]=2[N:23]=1)=[CH:21][CH:20]=[CH:19][CH:18]=4.CN(C)[CH:26]=[O:27]>>[CH3:6][O:7][C:8]1[CH:9]=[CH:10][C:11]2[N:15]3[CH2:16][C:17]4[C:22]([C:14]3=[C:13]([CH:26]=[O:27])[C:12]=2[N:23]=1)=[CH:21][CH:20]=[CH:19][CH:18]=4. Procedure: Under argon and in an anhydrous medium 291 μl (3.17 mmol) of phosphorus oxychloride are added dropwise to 6 ml of N,N-dimethylformamide maintained at 0° C.; after 15 minutes' stirring, 500 mg (2.1 l mmol) of the compound obtained in Step D dissolved in 10 ml of N,N-dimethylformamide are added by transfer. The reaction mixture is stirred for 30 minutes at 0° C., and then for 2 hours at room temperature. The reaction mixture is evaporated to dryness and then taken up in water: the aqueous phase is... The reactants are ClC1=NC=CC(=N1)C1=C(N=C2N1C=CC=C2)C=2C=C(C(=O)NC1=C(C=CC=C1F)F)C=CC2 (3-[3-(2-chloro-4-pyrimidinyl)imidazo[1,2-a]pyridin-2-yl]-N-(2,6-difluorophenyl)-benzamide), FCCN1CCN(CC1)C1CCN(CC1)C1=CC(=C(N)C=C1OC)OC (4-{4-[4-(2-fluoroethyl)-1-piperazinyl]-1-piperidinyl}-2,5-bis(methyloxy)-aniline), N (ammonia). The reagents and catalysts are Cl (HCl). Run in CC(C)O (iPrOH), CO (MeOH). Run at temperature 180 celsius. The product is FC1=C(C(=CC=C1)F)NC(C1=CC(=CC=C1)C=1N=C2N(C=CC=C2)C1C1=NC(=NC=C1)NC1=C(C=C(C(=C1)OC)N1CCC(CC1)N1CCN(CC1)CCF)OC)=O (N-(2,6-difluorophenyl)-3-[3-(2-{[4-{4-[4-(2-fluoroethyl)-1-piperazinyl]-1-piperidinyl}-2,5-bis(methyloxy)phenyl]amino}-4-pyrimidinyl)imidazo[1,2-a]pyridin-2-yl]benzamide). Isolated yield 32.1%. As a reaction SMILES: Cl[C:2]1[N:7]=[C:6]([C:8]2[N:12]3[CH:13]=[CH:14][CH:15]=[CH:16][C:11]3=[N:10][C:9]=2[C:17]2[CH:18]=[C:19]([CH:31]=[CH:32][CH:33]=2)[C:20]([NH:22][C:23]2[C:28]([F:29])=[CH:27][CH:26]=[CH:25][C:24]=2[F:30])=[O:21])[CH:5]=[CH:4][N:3]=1.[F:34][CH2:35][CH2:36][N:37]1[CH2:42][CH2:41][N:40]([CH:43]2[CH2:48][CH2:47][N:46]([C:49]3[C:55]([O:56][CH3:57])=[CH:54][C:52]([NH2:53])=[C:51]([O:58][CH3:59])[CH:50]=3)[CH2:45][CH2:44]2)[CH2:39][CH2:38]1.N>CC(O)C.Cl.CO>[F:30][C:24]1[CH:25]=[CH:26][CH:27]=[C:28]([F:29])[C:23]=1[NH:22][C:20](=[O:21])[C:19]1[CH:31]=[CH:32][CH:33]=[C:17]([C:9]2[N:10]=[C:11]3[CH:16]=[CH:15][CH:14]=[CH:13][N:12]3[C:8]=2[C:6]2[CH:5]=[CH:4][N:3]=[C:2]([NH:53][C:52]3[CH:54]=[C:55]([O:56][CH3:57])[C:49]([N:46]4[CH2:45][CH2:44][CH:43]([N:40]5[CH2:39][CH2:38][N:37]([CH2:36][CH2:35][F:34])[CH2:42][CH2:41]5)[CH2:48][CH2:47]4)=[CH:50][C:51]=3[O:58][CH3:59])[N:7]=2)[CH:18]=1. Reported procedure: In a 5 mL microwave vial with septum cap, 3-[3-(2-chloro-4-pyrimidinyl)imidazo[1,2-a]pyridin-2-yl]-N-(2,6-difluorophenyl)-benzamide (Intermediate Example 1) (0.200 g, 0.433 mmol), 4-{4-[4-(2-fluoroethyl)-1-piperazinyl]-1-piperidinyl}-2,5-bis(methyloxy)-aniline (0.190 g, 0.520 mmol) were taken up in iPrOH (3 mL) and concentrated HCl (4 drops) was added. The vial was sealed and heated in the microwave at 180° C. for 40 min. Reaction was complete by MS, it was cooled rt, neutralized with 7N ammonia...